The task is: describe an organic reaction: reactants, conditions, products, and yield. This data is from the Open Reaction Database (ORD), a public repository of structured organic reaction records. The reactants are [H-].[Al+3].[Li+].[H-].[H-].[H-] (lithium aluminum hydride), N(=O)N1C(COC2=C1C=CC=C2)C2=CC=CC=C2 (4-nitroso-3-phenyl-3,4-dihydro-2H-1,4-benzoxazine). Solvent: C(C)OCC (ethyl ether), C(C)OCC (ethyl ether). Run at time 18 hour. The product is C1(=CC=CC=C1)C1COC2=C(N1N)C=CC=C2 (3-phenyl-2,3-dihydro-4H-1,4-benzoxazin-4-ylamine). Isolated yield 61.0%. As a reaction SMILES: [H-].[Al+3].[Li+].[H-].[H-].[H-].[N:7]([N:9]1[C:14]2[CH:15]=[CH:16][CH:17]=[CH:18][C:13]=2[O:12][CH2:11][CH:10]1[C:19]1[CH:24]=[CH:23][CH:22]=[CH:21][CH:20]=1)=O>C(OCC)C>[C:19]1([CH:10]2[N:9]([NH2:7])[C:14]3[CH:15]=[CH:16][CH:17]=[CH:18][C:13]=3[O:12][CH2:11]2)[CH:20]=[CH:21][CH:22]=[CH:23][CH:24]=1 |f:0.1.2.3.4.5|. Procedure details: A slurry of lithium aluminum hydride (4.9 g, 130.5 mmol) in ethyl ether (100 mL) is stirred at ice bath temperature under an argon atmosphere. A solution of 4-nitroso-3-phenyl-3,4-dihydro-2H-1,4-benzoxazine in ethyl ether (300 mL) is added dropwise over 1 h. The mixture is removed from the ice bath and allowed to stir for 18 h. Water (50 mL) is slowly added forming solids. The solids are collected by filtration and washed with ethyl ether. The resulting filtrates are combined and washed three ti... Reactants: O=C(O)CC(Br)CCCBr, Br, CC(=O)O, O=C(O)CC1CCCO1. Product: COC(=O)CC(Br)CCCBr. As a reaction SMILES: [Br:11][CH:12]([CH2:13][C:14](=[O:15])[OH:16])[CH2:17][CH2:18][CH2:19][Br:20].[BrH:1].[CH3:21][C:22](=[O:23])[OH:24].[O:2]1[CH:3]([CH2:7][C:8]([OH:9])=[O:10])[CH2:6][CH2:5][CH2:4]1>>[CH3:3][O:16][C:14]([CH2:13][CH:12]([Br:11])[CH2:17][CH2:18][CH2:19][Br:20])=[O:15].